This data is from the Open Reaction Database (ORD), a public repository of structured organic reaction records. The task is: describe an organic reaction: reactants, conditions, products, and yield Starting materials: COC(=O)C(N)CC(C)C, O=[N+]([O-])c1ccc(N=C=S)c(C(F)(F)F)c1, NCCO, CC(C)CC(N)CO. The product is CC(C)CC1CSC(=Nc2ccc([N+](=O)[O-])cc2C(F)(F)F)N1. Reaction SMILES: [CH3:9][O:10][C:11](=[O:12])[CH:13]([CH2:14][CH:15]([CH3:16])[CH3:17])[NH2:18].[F:23][C:24]([c:25]1[c:26]([N:34]=[C:35]=[S:36])[cH:27][cH:28][c:29]([N+:31](=[O:32])[O-:33])[cH:30]1)([F:37])[F:38].[OH:19][CH2:20][CH2:21][NH2:22].[OH:1][CH2:2][CH:3]([CH2:4][CH:5]([CH3:6])[CH3:7])[NH2:8]>>[CH2:2]1[CH:3]([CH2:4][CH:5]([CH3:6])[CH3:7])[NH:8][C:35](=[N:34][c:26]2[c:25]([C:24]([F:23])([F:37])[F:38])[cH:30][c:29]([N+:31](=[O:32])[O-:33])[cH:28][cH:27]2)[S:36]1.